Dataset: the Open Reaction Database (ORD), a public repository of structured organic reaction records. Task: describe an organic reaction: reactants, conditions, products, and yield Reactants: C(C)N(C(=O)C=1N=C(SC1)C1CCN(CC1)C(=O)OC(C)(C)C)C(C(C1=CC=CC=C1)=O)C (tert-Butyl 4-{4-[ethyl(1-methyl-2-oxo-2-phenylethyl)carbamoyl]thiazol-2-yl}-piperidine-1-carboxylate), Cl (hydrochloric acid). The solvent is solution, O1CCOCC1 (dioxane). Yields the product [Cl-].C(C)N(C(=O)C=1N=C(SC1)C1CC[NH2+]CC1)C(C(C1=CC=CC=C1)=O)C (4-{4-[Ethyl(1-methyl-2-oxo-2-phenylethyl)carbamoyl]thiazol-2-yl}piperidinium chloride). Reaction SMILES: [CH2:1]([N:3]([CH:24]([CH3:33])[C:25](=[O:32])[C:26]1[CH:31]=[CH:30][CH:29]=[CH:28][CH:27]=1)[C:4]([C:6]1[N:7]=[C:8]([CH:11]2[CH2:16][CH2:15][N:14](C(OC(C)(C)C)=O)[CH2:13][CH2:12]2)[S:9][CH:10]=1)=[O:5])[CH3:2].[ClH:34]>O1CCOCC1>[Cl-:34].[CH2:1]([N:3]([CH:24]([CH3:33])[C:25](=[O:32])[C:26]1[CH:27]=[CH:28][CH:29]=[CH:30][CH:31]=1)[C:4]([C:6]1[N:7]=[C:8]([CH:11]2[CH2:12][CH2:13][NH2+:14][CH2:15][CH2:16]2)[S:9][CH:10]=1)=[O:5])[CH3:2] |f:3.4|. Procedure: tert-Butyl 4-{4-[ethyl(1-methyl-2-oxo-2-phenylethyl)carbamoyl]thiazol-2-yl}-piperidine-1-carboxylate (5.5 mmol; 2.59 g) is dissolved in 13.75 ml of a 4M solution of hydrochloric acid in dioxane. Reactants: [H-].[Na+] (Sodium hydride), CC[O-].[Na+] (NaOEt), CC1(C(C(CCC1)C)CCC(C)=O)C (4-(2,2,6-trimethylcyclohexyl)-butan-2-one), C(C)OC(C(=O)OCC)=O (diethyloxalate). The solvent is CCO (EtOH), CCO (EtOH). Reaction conditions: time 3 hour. Product: C(C)OC(C(CC(CCC1C(CCCC1C)(C)C)=O)=O)=O (2,4-dioxo-6-(2,2,6-trimethylcyclohexyl)-hexanoic acid ethyl ester). Reaction SMILES: [H-].[Na+].[CH3:3][C:4]1([CH3:16])[CH2:9][CH2:8][CH2:7][CH:6]([CH3:10])[CH:5]1[CH2:11][CH2:12][C:13](=[O:15])[CH3:14].[CH2:17]([O:19][C:20](=[O:26])[C:21](OCC)=[O:22])[CH3:18].CC[O-].[Na+]>CCO>[CH2:17]([O:19][C:20](=[O:26])[C:21](=[O:22])[CH2:14][C:13](=[O:15])[CH2:12][CH2:11][CH:5]1[CH:6]([CH3:10])[CH2:7][CH2:8][CH2:9][C:4]1([CH3:3])[CH3:16])[CH3:18] |f:0.1,4.5|. Reported procedure: Sodium hydride (0.6447 g, 25.52 mmol) was added slowly to a NaCl ice bath containing EtOH (10 mL, 2.6 M) stirring under N2. 4-(2,2,6-trimethylcyclohexyl)-butan-2-one (5.0072 g, 25.50 mmol) and diethyloxalate (3.7241 g, 25.48 mmol) were mixed together, and then added to the chilled NaOEt solution. After stirring for 5 minutes, the reaction was warmed to room temperature. The reaction quickly solidified. An additional 10 mL EtOH was added, and the reaction was allowed to stand for another 3 h. The... Reactants: ON1C(C=2C(C1=O)=CC=CC2)=O (N-hydoxyphthalimide), C(CC)O (1-propanol). Yields the product C(CC)ON1C(C=2C(C1=O)=CC=CC2)=O (N-Propoxyphthalimide). RXN SMILES: [OH:1][N:2]1[C:6](=[O:7])[C:5]2=[CH:8][CH:9]=[CH:10][CH:11]=[C:4]2[C:3]1=[O:12].[CH2:13](O)[CH2:14][CH3:15]>>[CH2:13]([O:1][N:2]1[C:3](=[O:12])[C:4]2=[CH:11][CH:10]=[CH:9][CH:8]=[C:5]2[C:6]1=[O:7])[CH2:14][CH3:15]. Procedure details: The desired product was prepared using the method described in Example 1176A starting with N-hydoxyphthalimide and 1-propanol. m/e (DCI) 223 (MH+NH3+) Starting materials: C(C)(=O)OCC(CS(=O)(=O)N)(CC)CC (3-acetoxy-2,2-diethyl-1-propanesulfonamide), CO.C[O-].[Na+] (sodium methoxide methanol). Solvent: CO (methanol). The product is OCC(CS(=O)(=O)N)(CC)CC (3-hydroxy-2,2-diethyl-1-propanesulfonamide). Isolated yield 61.7%. As a reaction SMILES: C([O:4][CH2:5][C:6]([CH2:14][CH3:15])([CH2:12][CH3:13])[CH2:7][S:8]([NH2:11])(=[O:10])=[O:9])(=O)C.CO.C[O-].[Na+]>CO>[OH:4][CH2:5][C:6]([CH2:14][CH3:15])([CH2:12][CH3:13])[CH2:7][S:8]([NH2:11])(=[O:9])=[O:10] |f:1.2.3|. Procedure details: NMR(CDCl3)δ: 0.88(6H,t), 1.58(4H,q), 2.09(3H,s), 3.24(2H,s), 4.13(2H,s), 5.10(2H,bs). d) To a solution of 3-acetoxy-2,2-diethyl-1-propanesulfonamide (6.5 g) in methanol (60 ml) was added 28 W/W % sodium methoxide methanol solution (5.2 g) at room temperature with stirring. After stirring for 40 minutes, the reaction mixture was concentrated to dryness, and the residue was subjected to a silica gel column chromatography, eluting with n-hexane-ethyl acetate (1:3). The corresponding fractions were ... The reactants are Cc1ccc(S(=O)(=O)NC(C)CC#C[Si](C)(C)C)cc1, O=S(=O)(c1cccc(C(F)(F)F)c1)N1CC1c1ccc(F)cc1. Yields the product C[Si](C)(C)C#CCC(NS(=O)(=O)c1cccc(C(F)(F)F)c1)c1ccc(F)cc1. RXN SMILES: [CH3:1][c:2]1[cH:3][cH:4][c:5]([S:6]([NH:7][CH:8]([CH2:9][C:15]#[C:16][Si:17]([CH3:18])([CH3:19])[CH3:20])[CH3:10])(=[O:11])=[O:12])[cH:13][cH:14]1.[F:21][c:22]1[cH:23][cH:24][c:25]([CH:28]2[N:29]([S:31](=[O:32])(=[O:33])[c:34]3[cH:35][c:36]([C:40]([F:41])([F:42])[F:43])[cH:37][cH:38][cH:39]3)[CH2:30]2)[cH:26][cH:27]1>>[C:15](#[C:16][Si:17]([CH3:18])([CH3:19])[CH3:20])[CH2:30][CH:28]([c:25]1[cH:24][cH:23][c:22]([F:21])[cH:27][cH:26]1)[NH:29][S:31](=[O:32])(=[O:33])[c:34]1[cH:35][c:36]([C:40]([F:41])([F:42])[F:43])[cH:37][cH:38][cH:39]1. The reactants are C(=O)([O-])[O-].[Na+].[Na+] (Na2CO3), ClCC(=O)Cl (chloroacetylchloride), C(C)(C)(C)[Si](OC1=CC=C(C=C1)N)(C)C (4-(tert-Butyl-dimethyl-silanyloxy)-phenylamine). Run in CC(=O)C (acetone). Conditions: time 1 hour. Product: C(C)(C)(C)[Si](OC1=CC=C(C=C1)NC(CCl)=O)(C)C (N-[4-(tert-Butyl-dimethyl-silanyloxy)-phenyl]-2-chloro-acetamide). The yield is 85.0%. As a reaction SMILES: [C:1]([Si:5]([CH3:15])([CH3:14])[O:6][C:7]1[CH:12]=[CH:11][C:10]([NH2:13])=[CH:9][CH:8]=1)([CH3:4])([CH3:3])[CH3:2].C([O-])([O-])=O.[Na+].[Na+].[Cl:22][CH2:23][C:24](Cl)=[O:25]>CC(C)=O>[C:1]([Si:5]([CH3:15])([CH3:14])[O:6][C:7]1[CH:8]=[CH:9][C:10]([NH:13][C:24](=[O:25])[CH2:23][Cl:22])=[CH:11][CH:12]=1)([CH3:4])([CH3:3])[CH3:2] |f:1.2.3|. Procedure: 4-(tert-Butyl-dimethyl-silanyloxy)-phenylamine (2.23 g, 10 mmol) was dissolved in acetone (25 ml). After addition of Na2CO3 (3.2 g, 30 mmol), chloroacetylchloride (0.96 ml, 12 mmol) was added dropwise. After 1 hour at room temperature, the reaction mixture was quenched with H2O (100 ml) and the aqueous phase was extracted with CH2Cl2 (3×10 ml). Combined organic phases were dried over Na2SO4 and concentrated. The residue was chromatographed over silica gel (hexane-ethyl acetate 9:1 then hexane-et...